From a dataset of the Open Reaction Database (ORD), a public repository of structured organic reaction records. describe an organic reaction: reactants, conditions, products, and yield Product: NC1(C(N(C2=CC=C(C=C12)Cl)CC1=CC=C(C(=O)OC(C)(C)C)C=C1)=O)C1=C(C=CC=C1)Cl (tert-Butyl 4-[3-amino-5-chloro-3-(2-chlorophenyl)-2,3-dihydro-2-oxoindol-1-yl]methylbenzoate). The yield is 59.4%. RXN SMILES: [NH2:1][C:2]1([C:13]2[CH:18]=[CH:17][CH:16]=[CH:15][C:14]=2[Cl:19])[C:10]2[C:5](=[CH:6][CH:7]=[C:8]([Cl:11])[CH:9]=2)[NH:4][C:3]1=[O:12].Br[CH2:21][C:22]1[CH:34]=[CH:33][C:25]([C:26]([O:28][C:29]([CH3:32])([CH3:31])[CH3:30])=[O:27])=[CH:24][CH:23]=1.C(Cl)Cl>C(Cl)Cl.CCOC(C)=O>[NH2:1][C:2]1([C:13]2[CH:18]=[CH:17][CH:16]=[CH:15][C:14]=2[Cl:19])[C:10]2[C:5](=[CH:6][CH:7]=[C:8]([Cl:11])[CH:9]=2)[N:4]([CH2:21][C:22]2[CH:34]=[CH:33][C:25]([C:26]([O:28][C:29]([CH3:30])([CH3:32])[CH3:31])=[O:27])=[CH:24][CH:23]=2)[C:3]1=[O:12] |f:3.4|. Run in C(Cl)Cl.CCOC(=O)C (DCM AcOEt). Procedure: This compound is prepared according to the procedure described in EXAMPLE 89 from 1.0 g of 3-amino-5-chloro-3-(2-chlorophenyl)-1,3-dihydroindol-2-one and 1.01 g of tert-butyl 4-bromomethylbenzoate. Chromatography on silica using DCM and then a DCM/AcOEt mixture (95/5; v/v) as the eluent gives 0.98 g of the expected product, which is used as such in the next step. The reactants are NC1(C(NC2=CC=C(C=C12)Cl)=O)C1=C(C=CC=C1)Cl (3-amino-5-chloro-3-(2-chlorophenyl)-1,3-dihydroindol-2-one), BrCC1=CC=C(C(=O)OC(C)(C)C)C=C1 (tert-butyl 4-bromomethylbenzoate), C(Cl)Cl (DCM). The reactants are O=C([O-])[O-], CCC(O)(c1ccc(O)cc1)c1ccc(Cl)cc1, CCCC[N+](CCCC)(CCCC)CCCC, Cc1cccc(CCl)n1, CCOC(C)=O, [K+], [K+], O=S(=O)([O-])O. The product is CCC(O)(c1ccc(Cl)cc1)c1ccc(OCc2cccc(C)n2)cc1. Reaction SMILES: [C:19](=[O:20])([O-:21])[O-:22].[CH2:1]([CH3:2])[C:3]([c:4]1[cH:5][cH:6][c:7]([OH:10])[cH:8][cH:9]1)([c:11]1[cH:12][cH:13][c:14]([Cl:17])[cH:15][cH:16]1)[OH:18].[CH2:39]([N+:40]([CH2:41][CH2:42][CH2:43][CH3:44])([CH2:45][CH2:46][CH2:47][CH3:48])[CH2:49][CH2:50][CH2:51][CH3:52])[CH2:53][CH2:54][CH3:55].[CH3:25][c:26]1[n:27][c:28]([CH2:32][Cl:33])[cH:29][cH:30][cH:31]1.[CH3:56][CH2:57][O:58][C:59](=[O:60])[CH3:61].[K+:23].[K+:24].[S:34]([O-:35])([OH:36])(=[O:37])=[O:38]>>[CH2:1]([CH3:2])[C:3]([c:4]1[cH:5][cH:6][c:7]([O:10][CH2:32][c:28]2[n:27][c:26]([CH3:25])[cH:31][cH:30][cH:29]2)[cH:8][cH:9]1)([c:11]1[cH:12][cH:13][c:14]([Cl:17])[cH:15][cH:16]1)[OH:18]. The reactants are COc1ccc2c(CBr)c(F)ccc2c1C(F)(F)F, CCO, O=C[O-], [Na+], O. The product is COc1ccc2c(CO)c(F)ccc2c1C(F)(F)F. As a reaction SMILES: [Br:1][CH2:2][c:3]1[c:4]([F:19])[cH:5][cH:6][c:7]2[c:8]([C:15]([F:16])([F:17])[F:18])[c:9]([O:13][CH3:14])[cH:10][cH:11][c:12]12.[CH3:24][CH2:25][OH:26].[CH:20](=[O:21])[O-:22].[Na+:23].[OH2:27]>>[CH2:2]([c:3]1[c:4]([F:19])[cH:5][cH:6][c:7]2[c:8]([C:15]([F:16])([F:17])[F:18])[c:9]([O:13][CH3:14])[cH:10][cH:11][c:12]12)[OH:21]. As a reaction SMILES: [C:21](=[O:22])([O-:23])[OH:24].[CH2:26]([c:27]1[cH:28][cH:29][cH:30][cH:31][cH:32]1)[O:33][C:34](=[O:35])[Cl:36].[CH3:2][c:3]1[cH:4][c:5]([C:16](=[O:17])[O:18][CH2:19][CH3:20])[n:6][c:7](-[c:9]2[cH:10][cH:11][c:12]([NH2:15])[cH:13][cH:14]2)[cH:8]1.[CH3:38][CH2:39][O:40][C:41](=[O:42])[CH3:43].[ClH:1].[ClH:37].[Na+:25].[OH2:44]>>[CH3:2][c:3]1[cH:4][c:5]([C:16](=[O:17])[O:18][CH2:19][CH3:20])[n:6][c:7](-[c:9]2[cH:10][cH:11][c:12]([NH:15][C:34]([O:33][CH2:26][c:27]3[cH:28][cH:29][cH:30][cH:31][cH:32]3)=[O:35])[cH:13][cH:14]2)[cH:8]1. Product: CCOC(=O)c1cc(C)cc(-c2ccc(NC(=O)OCc3ccccc3)cc2)n1. Starting materials: O=C([O-])O, O=C(Cl)OCc1ccccc1, CCOC(=O)c1cc(C)cc(-c2ccc(N)cc2)n1, CCOC(C)=O, Cl, Cl, [Na+], O. The reactants are O (Water), BrC=1C(=C(C=CC1)O)F (3-bromo-2-fluorophenol), C([O-])([O-])=O.[Na+].[Na+] (sodium carbonate), C(C1=CC=CC=C1)Br (Benzylbromide). Solvent: C(C)(=O)OCC (ethyl acetate), CC(=O)C (acetone). Run at time 5 minute. Product: C(C1=CC=CC=C1)OC1=C(C(=CC=C1)Br)F (1-(BENZYLOXY)-3-BROMO-2-FLUOROBENZENE). Isolated yield 105.7%. RXN SMILES: [Br:1][C:2]1[C:3]([F:9])=[C:4]([OH:8])[CH:5]=[CH:6][CH:7]=1.C(=O)([O-])[O-].[Na+].[Na+].[CH2:16](Br)[C:17]1[CH:22]=[CH:21][CH:20]=[CH:19][CH:18]=1.O>CC(C)=O.C(OCC)(=O)C>[CH2:16]([O:8][C:4]1[CH:5]=[CH:6][CH:7]=[C:2]([Br:1])[C:3]=1[F:9])[C:17]1[CH:22]=[CH:21][CH:20]=[CH:19][CH:18]=1 |f:1.2.3|. Procedure: To a solution of 3-bromo-2-fluorophenol (1.8 g, 9.42 mmol) in acetone (25 ml) was added sodium carbonate (2.55 g, 20 mmol) and the mixture was stirred for 5 min. Benzylbromide (1.2 ml, 10.3 mmol) was added and the reaction mixture was heated at reflux for 20 h. Water (50 ml) and ethyl acetate (50 ml) was added and the phases were separated. The aqueous phase was extracted with ethyl acetate (2×50 ml) and the combined organic phases was dried (MgSO4) and evaporated under reduced pressure to give ... Reactants: C(C)(C)(C)OC(=O)[C@@H](C\C=C\C1=CC=CC=C1)[C@H](C(=O)O)CC(C)C ((E)-2(R)-[1(S)-(tert-butoxycarbonyl)-4-phenyl-3-butenyl]-4-methylvaleric acid), C([O-])([O-])=O.[K+].[K+] (potassium carbonate), C(C1=CC=CC=C1)Br (benzyl bromide). Solvent: CN(C=O)C (dimethylformamide). Run at time 1 hour. The product is C(C1=CC=CC=C1)OC([C@H](CC(C)C)[C@H](C\C=C\C1=CC=CC=C1)C(=O)OC(C)(C)C)=O ((E)-benzyl-2(R)-[1(S)-(tert-butoxycarbonyl)-4-phenyl-3-butenyl]-4-methylvalerate). Reaction SMILES: [C:1]([O:5][C:6]([C@H:8]([C@@H:18]([CH2:22][CH:23]([CH3:25])[CH3:24])[C:19]([OH:21])=[O:20])[CH2:9]/[CH:10]=[CH:11]/[C:12]1[CH:17]=[CH:16][CH:15]=[CH:14][CH:13]=1)=[O:7])([CH3:4])([CH3:3])[CH3:2].C(=O)([O-])[O-].[K+].[K+].[CH2:32](Br)[C:33]1[CH:38]=[CH:37][CH:36]=[CH:35][CH:34]=1>CN(C)C=O>[CH2:32]([O:20][C:19](=[O:21])[C@@H:18]([C@@H:8]([C:6]([O:5][C:1]([CH3:4])([CH3:3])[CH3:2])=[O:7])[CH2:9]/[CH:10]=[CH:11]/[C:12]1[CH:13]=[CH:14][CH:15]=[CH:16][CH:17]=1)[CH2:22][CH:23]([CH3:25])[CH3:24])[C:33]1[CH:38]=[CH:37][CH:36]=[CH:35][CH:34]=1 |f:1.2.3|. Procedure: A solution of 1.0 g of (E)-2(R)-[1(S)-(tert-butoxycarbonyl)-4-phenyl-3-butenyl]-4-methylvaleric acid in 10 ml of dimethylformamide was treated in succession with 2.0 g of potassium carbonate and 0.45 ml of benzyl bromide. The mixture was stirred at room temperature for 1 hour and then the solvent was evaporated and the residue was dissolved in ethyl acetate and washed with water until the water washings were neutral (pH=7). Drying over anhydrous magnesium sulfate and evaporation gave 1.28 g of (... The reactants are NC1=CC=C(C=C1)C1CN=C2N(C(NC=3C=CC=CC23)=O)C1 (3-(4-aminophenyl)-2,3,4,7-tetrahydro-6H-pyrimido[1,2-c]quinazolin-6-one), C1(=CC=C(C=C1)N=C=O)C (para-tolyl isocyanate). Product: CC1=CC=C(C=C1)NC(=O)NC1=CC=C(C=C1)C1CN=C2N(C(NC=3C=CC=CC23)=O)C1 (1-(4-Methylphenyl)-3-[4-(6-oxo-3,4,6,7-tetrahydro-2H-pyrimido[1,2-c]quinazolin-3-yl)phenyl]urea). Isolated yield 86.9%. As a reaction SMILES: [NH2:1][C:2]1[CH:7]=[CH:6][C:5]([CH:8]2[CH2:22][N:12]3[C:13](=[O:21])[NH:14][C:15]4[CH:16]=[CH:17][CH:18]=[CH:19][C:20]=4[C:11]3=[N:10][CH2:9]2)=[CH:4][CH:3]=1.[C:23]1([CH3:32])[CH:28]=[CH:27][C:26]([N:29]=[C:30]=[O:31])=[CH:25][CH:24]=1>>[CH3:32][C:23]1[CH:28]=[CH:27][C:26]([NH:29][C:30]([NH:1][C:2]2[CH:7]=[CH:6][C:5]([CH:8]3[CH2:22][N:12]4[C:13](=[O:21])[NH:14][C:15]5[CH:16]=[CH:17][CH:18]=[CH:19][C:20]=5[C:11]4=[N:10][CH2:9]3)=[CH:4][CH:3]=2)=[O:31])=[CH:25][CH:24]=1. Reported procedure: In a manner similar to the procedure described in Example 7, 3-(4-aminophenyl)-2,3,4,7-tetrahydro-6H-pyrimido[1,2-c]quinazolin-6-one (20.2 mg, 0.069 mmol) and para-tolyl isocyanate (0.0096 mL, 0.076 mmol) were reacted to give the title compound as a pale tan solid (25.5 mg, 87%). 1H NMR (DMSO-d6) δ: 10.68 (s, 1H), 8.59 (s, 1H), 8.53 (s, 1H), 7.98 (d, J=7.9 Hz, 1H), 7.40-7.45 (m, 3H), 7.33 (d, J=8.2 Hz, 2H), 7.23 (d, J=8.5 Hz, 2H), 7.05-7.09 (m, 3H), 7.01 (d, J=8.2 Hz, 1H), 4.22 (dt, J=12.6, 3.5 ... Reactants: Cc1c(OC2CCCCO2)cc2c(c1C)OC(C)(CCC=C1SC(=O)NC1=O)CC2, CO, Cl, O. The product is Cc1c(O)cc2c(c1C)OC(C)(CCC=C1SC(=O)NC1=O)CC2. As a reaction SMILES: [CH3:1][C:2]1([CH2:21][CH2:22][CH:23]=[C:24]2[C:25](=[O:30])[NH:26][C:27](=[O:29])[S:28]2)[O:3][c:4]2[c:5]([CH3:20])[c:6]([CH3:19])[c:7]([O:12][CH:13]3[CH2:14][CH2:15][CH2:16][CH2:17][O:18]3)[cH:8][c:9]2[CH2:10][CH2:11]1.[CH3:33][OH:34].[ClH:31].[OH2:32]>>[CH3:1][C:2]1([CH2:21][CH2:22][CH:23]=[C:24]2[C:25](=[O:30])[NH:26][C:27](=[O:29])[S:28]2)[O:3][c:4]2[c:5]([CH3:20])[c:6]([CH3:19])[c:7]([OH:12])[cH:8][c:9]2[CH2:10][CH2:11]1. The reactants are OC1=CC=CC2=CC3=CC=CC=C3N=C12 (4-hydroxyacridine), Cl.NC1=C(C=C(C=C1)N(CC)CC)C (2-amino-5-diethylaminotoluene hydrochloride), C(C)O (ethanol), N (ammonia). The reagents and catalysts are [N+](=O)([O-])[O-].[Ag+] (silver nitrate). Solvent: O (water), O (water). Conditions: time 24 hour. Product: CCCCCC.C(C)(=O)OCC (hexane ethyl acetate). The yield is 19.6%. Reaction SMILES: [OH:1][C:2]1[C:15]2[C:6](=CC3C(N=2)=CC=CC=3)[CH:5]=[CH:4][CH:3]=1.Cl.NC1C=CC(N(CC)CC)=CC=1C.[CH2:30]([OH:32])[CH3:31].N>O.[N+]([O-])([O-])=O.[Ag+]>[CH3:6][CH2:15][CH2:2][CH2:3][CH2:4][CH3:5].[C:30]([O:1][CH2:2][CH3:15])(=[O:32])[CH3:31] |f:1.2,6.7,8.9|. Procedure: While stirring a mixture comprising 195 mg of 4-hydroxyacridine (20), 214 mg of 2-amino-5-diethylaminotoluene hydrochloride (21) and 6.8 ml of ethanol at 20° C., a solution comprising 0.17 mg of silver nitrate dissolved in 0.75 ml of water was added thereto drop-by-drop. Next, with 0.85 ml of 25% ammonia solution added to the mixture, reaction was allowed to proceed at 20° C. for a period of 24 hr. After the completion of the reaction, the reacted solution was introduced into water. After extrac... Starting materials: N[C@@H](CS)C(=O)O (Cysteine), CC1(OC[C@@]2(O1)C(=O)[C@@H]3[C@H](CO2)OC(O3)(C)C)C (L-enantiomer), amino acid, CC1(OC[C@@]2(O1)C(=O)[C@@H]3[C@H](CO2)OC(O3)(C)C)C (L-enantiomer). Yields the product C(C)(=O)N[C@@H](CS)C(=O)O (N-Acetyl Cysteine). Reaction SMILES: [NH2:1][C@H:2]([C:5]([OH:7])=[O:6])[CH2:3][SH:4].[CH3:8][C:9]1(C)O[C@]2(OC[C@@H]3OC(C)(C)O[C@@H]3C2=O)C[O:10]1>>[C:9]([NH:1][C@H:2]([C:5]([OH:7])=[O:6])[CH2:3][SH:4])(=[O:10])[CH3:8]. Procedure details: Cysteine is an amino acid with one chiral carbon atom. It exists as an L-enantiomer, a D-enantiomer or a racemic mixture of the L- and D-enantiomers. The L-enantiomer is the naturally occurring configuration.